From a dataset of the Open Reaction Database (ORD), a public repository of structured organic reaction records. describe an organic reaction: reactants, conditions, products, and yield Starting materials: C(C1=CC=CC=C1)OC(=O)N[C@@H](CC(=O)O)C(=O)O (N-benzyloxycarbonyl-L-aspartic acid), C(C)(=O)OC(C)=O (acetic anhydride). The solvent is C(C)(=O)O (acetic acid). Product: C(C1=CC=CC=C1)OC(=O)N[C@H]1CC(=O)OC1=O (N-benzyloxycarbonyl-L-aspartic anhydride). RXN SMILES: [CH2:1]([O:8][C:9]([NH:11][C@H:12]([C:17]([OH:19])=[O:18])[CH2:13][C:14]([OH:16])=O)=[O:10])[C:2]1[CH:7]=[CH:6][CH:5]=[CH:4][CH:3]=1.C(OC(=O)C)(=O)C>C(O)(=O)C>[CH2:1]([O:8][C:9]([NH:11][C@@H:12]1[C:17](=[O:18])[O:19][C:14](=[O:16])[CH2:13]1)=[O:10])[C:2]1[CH:3]=[CH:4][CH:5]=[CH:6][CH:7]=1. Reported procedure: For example, N-benzyloxycarbonyl-L-aspartic acid is dissolved in a large excess of acetic anhydride, the acetic acid formed by the reaction and the excess acetic anhydride are distilled off under reduced pressure and the effect of any acetic acid remaining in the residue is removed by the addition of an organic solvent to give N-benzyloxycarbonyl-L-aspartic anhydride [J. Am. Chem. Soc., 81, 167-173 (1959)].